Dataset: the Open Reaction Database (ORD), a public repository of structured organic reaction records. Task: describe an organic reaction: reactants, conditions, products, and yield The reactants are OC1=CC=2C3=C(NC2C=C1)C(CC3)CC(=O)OCC (ethyl 2-(7-hydroxy-1,2,3,4-tetrahydrocyclopenta[b]indol-3-yl)acetate), C(=O)([O-])[O-].[K+].[K+] (K2CO3), BrCC1=C(C=C(C=C1)C(F)(F)F)C(F)(F)F (1-(bromomethyl)-2,4-bis(trifluoromethyl)benzene). Run in CN(C)C=O (DMF), CCOC(=O)C (EtOAc). Reaction conditions: temperature 70 celsius. The product is FC(C1=C(COC2=CC=3C4=C(NC3C=C2)C(CC4)CC(=O)OCC)C=CC(=C1)C(F)(F)F)(F)F (Ethyl 2-(7-(2,4-Bis(trifluoromethyl)benzyloxy)-1,2,3,4-tetrahydrocyclopenta[b]indol-3-yl)acetate), solid. As a reaction SMILES: [OH:1][C:2]1[CH:10]=[CH:9][C:8]2[NH:7][C:6]3[CH:11]([CH2:14][C:15]([O:17][CH2:18][CH3:19])=[O:16])[CH2:12][CH2:13][C:5]=3[C:4]=2[CH:3]=1.C([O-])([O-])=O.[K+].[K+].Br[CH2:27][C:28]1[CH:33]=[CH:32][C:31]([C:34]([F:37])([F:36])[F:35])=[CH:30][C:29]=1[C:38]([F:41])([F:40])[F:39]>CN(C=O)C.CCOC(C)=O>[F:39][C:38]([F:40])([F:41])[C:29]1[CH:30]=[C:31]([C:34]([F:37])([F:35])[F:36])[CH:32]=[CH:33][C:28]=1[CH2:27][O:1][C:2]1[CH:10]=[CH:9][C:8]2[NH:7][C:6]3[CH:11]([CH2:14][C:15]([O:17][CH2:18][CH3:19])=[O:16])[CH2:12][CH2:13][C:5]=3[C:4]=2[CH:3]=1 |f:1.2.3|. Reported procedure: To a mixture of ethyl 2-(7-hydroxy-1,2,3,4-tetrahydrocyclopenta[b]indol-3-yl)acetate (0.130 g, 0.5 mmol) and K2CO3 (0.069 g, 0.500 mmol) in DMF (1 mL) was added 1-(bromomethyl)-2,4-bis(trifluoromethyl)benzene (0.154 g, 0.500 mmol). The mixture was heated at 70° C. overnight, taken up in EtOAc, washed with water (thrice) and brine. The organics were dried over MgSO4 and concentrated. The residue was purified by silica gel column chromatography to give the title compound an orange solid (0.195 g)....